From a dataset of the Open Reaction Database (ORD), a public repository of structured organic reaction records. describe an organic reaction: reactants, conditions, products, and yield The reactants are CO[Si](C)(C)OC (dimethoxydimethylsilane), Cl (hydrochloric acid), C(C)OCC (diethyl ether), C(C=C)[Si](CCC[Mg]Br)(CC=C)CC=C (3-(triallylsilyl)propylmagnesium bromide). The solvent is O (water). Conditions: temperature 0 celsius, time 5 hour. The product is C(C=C)[Si](CCC[Si](C)(C)OC)(CC=C)CC=C ({3-(triallylsilyl)propyl}(methoxy)dimethylsilane). Yield: 72.0%. As a reaction SMILES: [CH3:1][O:2][Si:3](OC)([CH3:5])[CH3:4].C(OCC)C.[CH2:13]([Si:16]([CH2:25][CH:26]=[CH2:27])([CH2:22][CH:23]=[CH2:24])[CH2:17][CH2:18][CH2:19][Mg]Br)[CH:14]=[CH2:15].Cl>O>[CH2:13]([Si:16]([CH2:25][CH:26]=[CH2:27])([CH2:22][CH:23]=[CH2:24])[CH2:17][CH2:18][CH2:19][Si:3]([O:2][CH3:1])([CH3:5])[CH3:4])[CH:14]=[CH2:15]. Procedure details: Under a nitrogen atmosphere, dimethoxydimethylsilane (31) (1.0 ml, 7.0 mmol) was added to a reaction container, cooled down to 0° C., diethyl ether solution of 0.72M 3-(triallylsilyl)propylmagnesium bromide (24) (19.44 mL, 14 mmol) was added dropwise. After the dropwise adding, stirring was continued at room temperature for 5 hours. To the reaction mixture, water was added to stop the reaction, then 10% hydrochloric acid was added until the salt was completely dissolved. The obtained organic lay... The reactants are CCc1c(Br)c(C#CC(=O)[O-])cc2c1OCO2, O=Cc1ccc2c(c1)OCO2. Product: O=C(O)C#Cc1cc2c(cc1Br)OCO2. Reaction SMILES: [CH2:12]([CH3:13])[c:14]1[c:15]([Br:28])[c:16]([C:23]#[C:24][C:25](=[O:26])[O-:27])[cH:17][c:18]2[c:19]1[O:20][CH2:21][O:22]2.[CH:1]([c:2]1[cH:3][c:4]2[c:5]([cH:9][cH:10]1)[O:6][CH2:7][O:8]2)=[O:11]>>[cH:14]1[c:15]([Br:28])[c:16]([C:23]#[C:24][C:25](=[O:26])[OH:27])[cH:17][c:18]2[c:19]1[O:20][CH2:21][O:22]2. Reactants: O=C1COC(=O)N1CCc1ccc(Br)cc1, COCCOC, OB(O)c1ccc(Cl)cc1, [K+], [K+], [K+], O, O=P([O-])([O-])[O-], [Pd], c1ccc(P(c2ccccc2)c2ccccc2)cc1, c1ccc(P(c2ccccc2)c2ccccc2)cc1, c1ccc(P(c2ccccc2)c2ccccc2)cc1, c1ccc(P(c2ccccc2)c2ccccc2)cc1. The product is O=C1COC(=O)N1CCc1ccc(-c2ccc(Cl)cc2)cc1. RXN SMILES: [Br:1][c:2]1[cH:3][cH:4][c:5]([CH2:8][CH2:9][N:10]2[C:11](=[O:16])[O:12][CH2:13][C:14]2=[O:15])[cH:6][cH:7]1.[CH3:36][O:37][CH2:38][CH2:39][O:40][CH3:41].[Cl:17][c:18]1[cH:19][cH:20][c:21]([B:24]([OH:25])[OH:26])[cH:22][cH:23]1.[K+:33].[K+:34].[K+:35].[OH2:27].[P:28]([O-:29])([O-:30])([O-:31])=[O:32].[Pd:118].[c:42]1([P:43]([c:44]2[cH:45][cH:46][cH:47][cH:48][cH:49]2)[c:50]2[cH:51][cH:52][cH:53][cH:54][cH:55]2)[cH:56][cH:57][cH:58][cH:59][cH:60]1.[c:61]1([P:62]([c:63]2[cH:64][cH:65][cH:66][cH:67][cH:68]2)[c:69]2[cH:70][cH:71][cH:72][cH:73][cH:74]2)[cH:75][cH:76][cH:77][cH:78][cH:79]1.[c:80]1([P:81]([c:82]2[cH:83][cH:84][cH:85][cH:86][cH:87]2)[c:88]2[cH:89][cH:90][cH:91][cH:92][cH:93]2)[cH:94][cH:95][cH:96][cH:97][cH:98]1.[c:99]1([P:100]([c:101]2[cH:102][cH:103][cH:104][cH:105][cH:106]2)[c:107]2[cH:108][cH:109][cH:110][cH:111][cH:112]2)[cH:113][cH:114][cH:115][cH:116][cH:117]1>>[c:2]1(-[c:21]2[cH:20][cH:19][c:18]([Cl:17])[cH:23][cH:22]2)[cH:3][cH:4][c:5]([CH2:8][CH2:9][N:10]2[C:11](=[O:16])[O:12][CH2:13][C:14]2=[O:15])[cH:6][cH:7]1. Reaction SMILES: [C:47].[CH2:1]([O:2][C:3](=[O:4])[NH:11][CH2:12][CH2:13][N:14]1[C:15](=[O:46])[C:16]([CH3:44])([CH3:45])[O:17][c:18]2[c:19]1[cH:20][c:21]([C:25](=[O:26])[N:27]([CH:28]1[CH2:29][N:30]([C:34](=[O:35])[O:36][C:37]([CH3:38])([CH3:39])[CH3:40])[CH2:31][CH2:32][CH2:33]1)[CH:41]([CH3:42])[CH3:43])[c:22]([CH3:24])[cH:23]2)[c:5]1[cH:6][cH:7][cH:8][cH:9][cH:10]1.[CH3:49][OH:50].[Pd:48]>>[NH2:11][CH2:12][CH2:13][N:14]1[C:15](=[O:46])[C:16]([CH3:44])([CH3:45])[O:17][c:18]2[c:19]1[cH:20][c:21]([C:25](=[O:26])[N:27]([CH:28]1[CH2:29][N:30]([C:34](=[O:35])[O:36][C:37]([CH3:38])([CH3:39])[CH3:40])[CH2:31][CH2:32][CH2:33]1)[CH:41]([CH3:42])[CH3:43])[c:22]([CH3:24])[cH:23]2. Product: Cc1cc2c(cc1C(=O)N(C(C)C)C1CCCN(C(=O)OC(C)(C)C)C1)N(CCN)C(=O)C(C)(C)O2. Starting materials: C, Cc1cc2c(cc1C(=O)N(C(C)C)C1CCCN(C(=O)OC(C)(C)C)C1)N(CCNC(=O)OCc1ccccc1)C(=O)C(C)(C)O2, CO, [Pd]. Starting materials: Cl.NC=1SC(=C(N1)C)C (2-Amino-4,5-dimethylthiazole hydrochloride), C1(=CC(=CC=C1)S(=O)(=O)Cl)C (m-Toluenesulfonyl chloride), N1=CC=CC=C1 (pyridine), [O-]C#N.[Na+] (sodium cyanate). The reagents and catalysts are C(C)(=O)O (acetic acid). Run in O (Water), C(C)#N (acetonitrile). Run at time 3 hour. Yields the product CC=1N=C(SC1C)NC(=O)NS(=O)(=O)C1=CC(=CC=C1)C (N-[(4,5-dimethyl-1,3-thiazol-2-yl)carbamoyl]-3-methylbenzenesulfonamide). Yield: 55.0%. As a reaction SMILES: [C:1]1([CH3:11])[CH:6]=[CH:5][CH:4]=[C:3]([S:7](Cl)(=[O:9])=[O:8])[CH:2]=1.N1C=CC=CC=1.[O-:18][C:19]#[N:20].[Na+].Cl.[NH2:23][C:24]1[S:25][C:26]([CH3:30])=[C:27]([CH3:29])[N:28]=1>C(#N)C.C(O)(=O)C.O>[CH3:29][C:27]1[N:28]=[C:24]([NH:23][C:19]([NH:20][S:7]([C:3]2[CH:4]=[CH:5][CH:6]=[C:1]([CH3:11])[CH:2]=2)(=[O:9])=[O:8])=[O:18])[S:25][C:26]=1[CH3:30] |f:2.3,4.5|. Procedure details: m-Toluenesulfonyl chloride (0.076 ml, 0.53 mmol, 1.4 equiv.) and pyridine (0.103 ml, 1.27 mmol, 3.4 equiv.) were added to a stirred suspension of sodium cyanate (56 mg, 0.86 mmol, 2.3 equiv.) in dry acetonitrile (1 ml) and the mixture stirred at room temperature for 3 hours. 2-Amino-4,5-dimethylthiazole hydrochloride (34 mg, 0.28 mmol, 1.0 equiv.) was added and the reaction stirred for 1 hour. Water (2 ml) and acetic acid (3 drops) were added. The resulting precipitate was centrifuged for 10 min... The reactants are [N+](=O)([O-])C1=CC(=C(OCC2=NC=CC=C2)C=C1)C=C (2-[(4-nitro-2-vinylphenoxy)methyl]pyridine), [H][H] (hydrogen). Reagents/catalysts: O=[Pt]=O (PtO2). The solvent is C(C)O (ethanol). Product: C(C)C=1C=C(N)C=CC1OCC1=NC=CC=C1 (3-ethyl-4-(pyridin-2-ylmethoxy)aniline). Yield: 82.9%. Reaction SMILES: [N+:1]([C:4]1[CH:17]=[CH:16][C:7]([O:8][CH2:9][C:10]2[CH:15]=[CH:14][CH:13]=[CH:12][N:11]=2)=[C:6]([CH:18]=[CH2:19])[CH:5]=1)([O-])=O.[H][H]>C(O)C.O=[Pt]=O>[CH2:18]([C:6]1[CH:5]=[C:4]([CH:17]=[CH:16][C:7]=1[O:8][CH2:9][C:10]1[CH:15]=[CH:14][CH:13]=[CH:12][N:11]=1)[NH2:1])[CH3:19]. Reported procedure: A mixture of 2-[(4-nitro-2-vinylphenoxy)methyl]pyridine (1.06 g, 4.16 mmol) and PtO2 (123 mg) in ethanol (100 ml) was stirred under an atmosphere of hydrogen until completion of the reaction (the reaction being complete when 4 mole equivalents of hydrogen have been reacted). After filtration on celite, the solvent was evaporated and the residue purified on silica gel (2% methanol/CH2Cl2) to give 3-ethyl-4-(pyridin-2-ylmethoxy)aniline (787 mg, 83%); NMR Spectrum: 1.12 (t, 3H), 2.53 (q, 2H), 4.56 ... The reactants are C(C)(C)(C)OC(=O)N1[C@@H](CCCC1)C(=O)O ((2S)-1-(tert-butoxycarbonyl)piperidine-2-carboxylic acid), C(OCC(C)C)(=O)Cl (2-methylpropyl chlorocarbonate), C(O)([O-])=O.[Na+] (sodium hydrogen carbonate), NC1=C(SC(=C1)Br)C(=O)N (3-amino-5-bromothiophene-2-carboxamide). Run in O1CCCC1 (tetrahydrofuran), C(C)N(CC)CC (triethylamine), C(C)(=O)OCC (Ethyl acetate), O1CCCC1 (tetrahydrofuran). Run at time 30 minute. Product: BrC1=CC(=C(S1)C(N)=O)NC(=O)C1N(CCCC1)C(=O)OC(C)(C)C (tert-butyl 2-[(5-bromo-2-carbamoylthiophen-3-yl)carbamoyl]piperidine-1-carboxylate). RXN SMILES: [C:1]([O:5][C:6]([N:8]1[CH2:13][CH2:12][CH2:11][CH2:10][C@H:9]1[C:14]([OH:16])=O)=[O:7])([CH3:4])([CH3:3])[CH3:2].C(Cl)(=O)OCC(C)C.[NH2:25][C:26]1[CH:30]=[C:29]([Br:31])[S:28][C:27]=1[C:32]([NH2:34])=[O:33].C(=O)([O-])O.[Na+]>O1CCCC1.C(OCC)(=O)C.C(N(CC)CC)C>[Br:31][C:29]1[S:28][C:27]([C:32](=[O:33])[NH2:34])=[C:26]([NH:25][C:14]([CH:9]2[CH2:10][CH2:11][CH2:12][CH2:13][N:8]2[C:6]([O:5][C:1]([CH3:2])([CH3:3])[CH3:4])=[O:7])=[O:16])[CH:30]=1 |f:3.4|. Procedure: To a solution of (2S)-1-(tert-butoxycarbonyl)piperidine-2-carboxylic acid (518 mg) and triethylamine (0.392 mL) in tetrahydrofuran (5 mL) was added 2-methylpropyl chlorocarbonate (0.309 mL) at 0° C., and the mixture was stirred at room temperature for 30 min. To the reaction mixture was added a solution of 3-amino-5-bromothiophene-2-carboxamide (250 mg) produced in Example 1, step D, in tetrahydrofuran (5 mL), and the mixture was stirred at 60° C. for 15 hr. Ethyl acetate (20 mL) and aqueous sod... The reactants are NC1=CC2=C(CCN(CC2)CC(=O)N(C)C)C=C1OC (2-(7-Amino-8-methoxy-1,2,4,5-tetrahydro-benzo[d]azepin-3-yl)-N,N-dimethyl-acetamide), ClC1=NC=C(C(=N1)NC1=CC(=C(C=C1)N1CCN(CC1)C)C)Cl ((2,5-Dichloro-pyrimidin-4-yl)-[3-methyl-4-(4-methyl-piperazin-1-yl)-phenyl]-amine). Product: ClC=1C(=NC(=NC1)NC1=CC2=C(CCN(CC2)CC(=O)N(C)C)C=C1OC)NC1=CC(=C(C=C1)N1CCN(CC1)C)C (2-(7-{5-Chloro-4-[3-methyl-4-(4-methyl-piperazin-1-yl)-phenylamino]-pyrimidin-2-ylamino}-8-methoxy-1,2,4,5-tetrahydro-benzo[d]azepin-3-yl)-N,N-dimethyl-acetamide), solid. Isolated yield 24.0%. As a reaction SMILES: [NH2:1][C:2]1[C:18]([O:19][CH3:20])=[CH:17][C:5]2[CH2:6][CH2:7][N:8]([CH2:11][C:12]([N:14]([CH3:16])[CH3:15])=[O:13])[CH2:9][CH2:10][C:4]=2[CH:3]=1.Cl[C:22]1[N:27]=[C:26]([NH:28][C:29]2[CH:34]=[CH:33][C:32]([N:35]3[CH2:40][CH2:39][N:38]([CH3:41])[CH2:37][CH2:36]3)=[C:31]([CH3:42])[CH:30]=2)[C:25]([Cl:43])=[CH:24][N:23]=1>>[Cl:43][C:25]1[C:26]([NH:28][C:29]2[CH:34]=[CH:33][C:32]([N:35]3[CH2:36][CH2:37][N:38]([CH3:41])[CH2:39][CH2:40]3)=[C:31]([CH3:42])[CH:30]=2)=[N:27][C:22]([NH:1][C:2]2[C:18]([O:19][CH3:20])=[CH:17][C:5]3[CH2:6][CH2:7][N:8]([CH2:11][C:12]([N:14]([CH3:16])[CH3:15])=[O:13])[CH2:9][CH2:10][C:4]=3[CH:3]=2)=[N:23][CH:24]=1. Reported procedure: The title compound was prepared from 2-(7-Amino-8-methoxy-1,2,4,5-tetrahydro-benzo[d]azepin-3-yl)-N,N-dimethyl-acetamide and (2,5-Dichloro-pyrimidin-4-yl)-[3-methyl-4-(4-methyl-piperazin-1-yl)-phenyl]-amine in an analogous manner to Example 61e. Product isolated as a pale yellow solid (0.020 g, 24%). MP: 172-178° C. 1HNMR (400 MHz, CDCl3, δ, ppm): 8.04-8.01 (m, 2H), 7.54-7.49 (m, 1H), 7.47 (s, 1H), 7.24-7.21 (m, 1H), 7.07-7.02 (m, 1H), 6.90 (s, 1H), 6.61 (s, 1H), 3.84 (s, 3H), 3.26 (s, 2H), 3.14...